describe an organic reaction: reactants, conditions, products, and yield From a dataset of the Open Reaction Database (ORD), a public repository of structured organic reaction records. The reactants are C(C)OC(=O)N1C2=C(C(CC1CC)N=CC1=CC(=CC(=C1)C(F)(F)F)C(F)(F)F)C(=NN2C)C (4-[(3,5-Bis-trifluoromethyl-benzylidene)-amino]-6-ethyl-1,3-dimethyl-1,4,5,6-tetrahydro-pyrazolo[3,4-b]pyridine-7-carboxylic acid ethyl ester), C(#N)[BH3-].[Na+] (sodium cyanoborohydride), O (Water). The solvent is CO (methanol). Run at time 3 hour. Product: C(C)OC(=O)N1C2=C(C(CC1CC)NCC1=CC(=CC(=C1)C(F)(F)F)C(F)(F)F)C(=NN2C)C (4-(3,5-bis-trifluoromethyl-benzylamino)-6-ethyl-1,3-dimethyl-1,4,5,6-tetrahydro-pyrazolo[3,4-b]pyridine-7-carboxylic acid ethyl ester). Isolated yield 96.5%. Reaction SMILES: [CH2:1]([O:3][C:4]([N:6]1[CH:11]([CH2:12][CH3:13])[CH2:10][CH:9]([N:14]=[CH:15][C:16]2[CH:21]=[C:20]([C:22]([F:25])([F:24])[F:23])[CH:19]=[C:18]([C:26]([F:29])([F:28])[F:27])[CH:17]=2)[C:8]2[C:30]([CH3:34])=[N:31][N:32]([CH3:33])[C:7]1=2)=[O:5])[CH3:2].C([BH3-])#N.[Na+].O>CO>[CH2:1]([O:3][C:4]([N:6]1[CH:11]([CH2:12][CH3:13])[CH2:10][CH:9]([NH:14][CH2:15][C:16]2[CH:17]=[C:18]([C:26]([F:27])([F:28])[F:29])[CH:19]=[C:20]([C:22]([F:24])([F:23])[F:25])[CH:21]=2)[C:8]2[C:30]([CH3:34])=[N:31][N:32]([CH3:33])[C:7]1=2)=[O:5])[CH3:2] |f:1.2|. Procedure: To a stirred solution of [(3,5-Bis-trifluoromethyl-benzylidene)-amino]-6-ethyl-1,3-dimethyl-1,4,5,6-tetrahydro-pyrazolo[3,4-b]pyridine-7-carboxylic acid ethyl ester (0.19 g, 0.04 mmol) obtained in step (v), in 10 mL of methanol was added sodium cyanoborohydride (0.078 g, 0.12 mmol). This reaction mixture was stirring for around 3 hours at room temperature, after which time the methanol was evaporated from the solution to afford a crude residue. Water was added to this residue, and the product wa... The reactants are OC(C(C)=O)(C)C1=NC(=NO1)C (3-Hydroxy-3-(3-methyl-[1,2,4]oxadiazol-5-yl)-butan-2-one), C(C)(C)(C)OC(N(C)C)N(C)C (tert.-butoxy-bis-(dimethylamino)-methane). The product is CN(C=CC(C(C)(C1=NC(=NO1)C)O)=O)C (1-Dimethylamino-4-hydroxy-4-(3-methyl-[1,2,4]oxadiazol-5-yl)-pent-1-en-3-one). RXN SMILES: [OH:1][C:2]([C:7]1[O:11][N:10]=[C:9]([CH3:12])[N:8]=1)([CH3:6])[C:3](=[O:5])[CH3:4].C(O[CH:18](N(C)C)[N:19]([CH3:21])[CH3:20])(C)(C)C>>[CH3:18][N:19]([CH3:21])[CH:20]=[CH:4][C:3](=[O:5])[C:2]([OH:1])([C:7]1[O:11][N:10]=[C:9]([CH3:12])[N:8]=1)[CH3:6]. Reported procedure: 3-Hydroxy-3-(3-methyl-[1,2,4]oxadiazol-5-yl)-butan-2-one (see example 58a) (102 mg, 0.6 mmol) was reacted with tert.-butoxy-bis-(dimethylamino)-methane using in analogous manner the procedure described in example 28a) to give crude title compound (138 mg) as a yellow oil which was used directly in the next step. Reactants: [Br-], O=C([O-])[O-], C[P+](c1ccccc1)(c1ccccc1)c1ccccc1, Cn1c(C(F)(F)F)cc(=O)n(-c2c(F)cc(Cl)c3cc(C=O)oc23)c1=O, [K+], [K+], C1COCCO1, O, O=C(O)CC(O)(CC(=O)O)C(=O)O. The product is C=Cc1cc2c(Cl)cc(F)c(-n3c(=O)cc(C(F)(F)F)n(C)c3=O)c2o1. Reaction SMILES: [Br-:52].[C:33](=[O:34])([O-:35])[O-:36].[CH3:53][P+:54]([c:55]1[cH:56][cH:57][cH:58][cH:59][cH:60]1)([c:61]1[cH:62][cH:63][cH:64][cH:65][cH:66]1)[c:67]1[cH:68][cH:69][cH:70][cH:71][cH:72]1.[Cl:7][c:8]1[cH:9][c:10]([F:32])[c:11](-[n:19]2[c:20](=[O:31])[n:21]([CH3:30])[c:22]([C:26]([F:27])([F:28])[F:29])[cH:23][c:24]2=[O:25])[c:12]2[c:13]1[cH:14][c:15]([CH:17]=[O:18])[o:16]2.[K+:37].[K+:38].[O:1]1[CH2:2][CH2:6][O:5][CH2:4][CH2:3]1.[OH2:73].[OH:39][C:40]([CH2:41][C:42]([C:43](=[O:44])[OH:45])([CH2:46][C:47](=[O:48])[OH:49])[OH:50])=[O:51]>>[CH2:2]=[CH:17][c:15]1[cH:14][c:13]2[c:8]([Cl:7])[cH:9][c:10]([F:32])[c:11](-[n:19]3[c:20](=[O:31])[n:21]([CH3:30])[c:22]([C:26]([F:27])([F:28])[F:29])[cH:23][c:24]3=[O:25])[c:12]2[o:16]1. Starting materials: C[C@@]12C(CC[C@H]1[C@@H]1C=CC3=CC(CC[C@]3(C)[C@H]1CC2)=O)=O (androsta-4,6-dien-3,17-dione), C[Mg]Br (methyl magnesium bromide), cuprous chloride. The product is C[C@H]1[C@H]2[C@@H]3CCC([C@@]3(C)CC[C@@H]2[C@]2(CCC(CC2=C1)=O)C)=O (7α-methylandrost-5-en-3,17-dione). Reaction SMILES: [CH3:1][C@:2]12[CH2:19][CH2:18][C@H:17]3[C@@H:7]([CH:8]=[CH:9][C:10]4[C@:15]3([CH3:16])[CH2:14][CH2:13][C:12](=[O:20])[CH:11]=4)[C@@H:6]1[CH2:5][CH2:4][C:3]2=[O:21].[CH3:22][Mg]Br>>[CH3:22][C@@H:8]1[CH:9]=[C:10]2[C@:15]([CH3:16])([CH2:14][CH2:13][C:12](=[O:20])[CH2:11]2)[C@@H:17]2[C@@H:7]1[C@H:6]1[C@@:2]([CH2:19][CH2:18]2)([CH3:1])[C:3](=[O:21])[CH2:4][CH2:5]1. Procedure details: Alkylation of androsta-4,6-dien-3,17-dione 17 ketal 1 with methyl magnesium bromide in the presence of cuprous chloride, proceeds via conjugate addition to yield 7α-methylandrost-5-en-3,17-dione 17 ketal 2. Allylic bromination of 2 using N-bromosuccinimide in carbon tetrachloride yields the 6β-bromo-7α-methylandrost-4-en-3,17-dione 17 ketal 3. Lithium aluminum hydride reduction of the ketone in 3 with concomitant double bond migration and loss of bromide should yield 4. Deprotection of the C-17 ... The reactants are IC1=NC(=CN=C1)I (2,6-Diiodopyrazine), [Na] (sodium), CO (methanol), O (Water). The product is COC1=NC(=CN=C1)I (2-methoxy-6-iodopyrazine). Reaction SMILES: [I:1][C:2]1[CH:7]=[N:6][CH:5]=[C:4](I)[N:3]=1.[Na].[OH2:10].[CH3:11]O>>[CH3:11][O:10][C:4]1[CH:5]=[N:6][CH:7]=[C:2]([I:1])[N:3]=1 |^1:8|. Procedure: 2,6-Diiodopyrazine (6.06 g. 18.2 mmol) was added to a solution of sodium (0.42 g, 18.2 mmol) in methanol (45 ml) and heated under reflux for 3.5 h. Water (150 ml) was added and extracted With ether (3×150 ml). The combined extracts were dried (Na2SO4) and the residue remaining after removal of the solvent was chromatographed through silica gel eluting with ether/petroleum ether (50:50) to give 2-methoxy-6-iodopyrazine (4.17 g); δ (360 MHz, CDCl3) 3.95(3H,s,OMe); 8.18(1H,s,pyrazine-H); 8.45(1H,s,... Starting materials: CC1(C)CS(=O)(=O)CC(C)(C)N1, [O-]Cl, Cl, Cl, [Na+], [Na+], [OH-], O. The product is CC1(C)CS(=O)(=O)CC(C)(C)N1Cl. Reaction SMILES: [CH3:1][C:2]1([CH3:12])[NH:3][C:4]([CH3:10])([CH3:11])[CH2:5][S:6](=[O:8])(=[O:9])[CH2:7]1.[Cl:13][O-:14].[Cl:18].[ClH:20].[Na+:15].[Na+:17].[OH-:16].[OH2:19]>>[CH3:1][C:2]1([CH3:12])[N:3]([Cl:13])[C:4]([CH3:10])([CH3:11])[CH2:5][S:6](=[O:8])(=[O:9])[CH2:7]1.